From a dataset of the Open Reaction Database (ORD), a public repository of structured organic reaction records. describe an organic reaction: reactants, conditions, products, and yield The reactants are OC=1C=C2C=CN(C2=CC1)CC1=CC=CC=C1 (5-hydroxy-1-(phenylmethyl)-1H-indole), [H-].[Na+] (NaH), O (water), BrCCCC(=O)OCC (ethyl 4-bromobutyrate). Solvent: CCOCC.CCCCCC (ether hexane), CN(C)C=O (DMF), C1CCOC1 (THF). Run at time 0.17 hour. The product is C(C)OC(CCCOC=1C=C2C=CN(C2=CC1)CC1=CC=CC=C1)=O (4-[[1-(phenylmethyl)-1H-indol-5-yl]oxy]butanoic acid ethyl ester). The yield is 40.4%. As a reaction SMILES: [OH:1][C:2]1[CH:3]=[C:4]2[C:8](=[CH:9][CH:10]=1)[N:7]([CH2:11][C:12]1[CH:17]=[CH:16][CH:15]=[CH:14][CH:13]=1)[CH:6]=[CH:5]2.[H-].[Na+].Br[CH2:21][CH2:22][CH2:23][C:24]([O:26][CH2:27][CH3:28])=[O:25].O>CN(C=O)C.C1COCC1.CCOCC.CCCCCC>[CH2:27]([O:26][C:24](=[O:25])[CH2:23][CH2:22][CH2:21][O:1][C:2]1[CH:3]=[C:4]2[C:8](=[CH:9][CH:10]=1)[N:7]([CH2:11][C:12]1[CH:13]=[CH:14][CH:15]=[CH:16][CH:17]=1)[CH:6]=[CH:5]2)[CH3:28] |f:1.2,7.8|. Procedure: A solution of 850 mg (4.0 mmol) of 5-hydroxy-1-(phenylmethyl)-1H-indole in 75 mL of DMF and 20 mL of THF was treated with 200 mg (5.0 mmol) of 60% NaH/mineral oil and after stirring for 0.17 hours, 0.7 mL (4.9 mmol) of ethyl 4-bromobutyrate was added. After 2.75 hours, the mixture was diluted wish water and extracted wish EtOAc. The EtOAc solution was washed with water, saturated NaCl solution, dried(Na2SO4) and concentrated at reduced pressure. The residue was chromatographed on silica gel and ... Starting materials: [Al+3], CC[O-], CC[O-], CC[O-], CCO, O=Cc1cccc(Oc2ccccc2)c1. Yields the product OCc1cccc(Oc2ccccc2)c1. As a reaction SMILES: [Al+3:19].[CH3:16][CH2:17][O-:18].[CH3:20][CH2:21][O-:22].[CH3:23][CH2:24][O-:25].[CH3:26][CH2:27][OH:28].[O:1]([c:2]1[cH:3][cH:4][cH:5][cH:6][cH:7]1)[c:8]1[cH:9][c:10]([CH:11]=[O:12])[cH:13][cH:14][cH:15]1>>[O:1]([c:2]1[cH:3][cH:4][cH:5][cH:6][cH:7]1)[c:8]1[cH:9][c:10]([CH2:11][OH:12])[cH:13][cH:14][cH:15]1. The reactants are solid, ClC1=C(C=CC=C1)C(C(Cl)(Cl)Cl)C1=C(C=CC=C1)Cl (1,1-bis(chlorophenyl)-2,2,2-trichloroethane), [Cl-].C[NH+](CCCCCCCCCCCCCC1=CC=CC=C1)C (dimethylbenzyllaurylammonium chloride). Reaction conditions: time 2 hour. Product: ClC1=C(C=CC=C1)C(=C(Cl)Cl)C1=C(C=CC=C1)Cl (1,1-bis(chlorophenyl)-2,2-dichloroethylene). As a reaction SMILES: [Cl:1][C:2]1[CH:7]=[CH:6][CH:5]=[CH:4][C:3]=1[CH:8]([C:13]1[CH:18]=[CH:17][CH:16]=[CH:15][C:14]=1[Cl:19])[C:9](Cl)([Cl:11])[Cl:10].[Cl-].C[NH+](C)CCCCCCCCCCCCCC1C=CC=CC=1>>[Cl:1][C:2]1[CH:7]=[CH:6][CH:5]=[CH:4][C:3]=1[C:8]([C:13]1[CH:18]=[CH:17][CH:16]=[CH:15][C:14]=1[Cl:19])=[C:9]([Cl:10])[Cl:11] |f:1.2|. Procedure: 990 kg of solid 1,1-bis(chlorophenyl)-2,2,2-trichloroethane were charged into the basic aqueous phase emanating from an upstream dehydrochlorination operation. The charging period was 2 hours to avoid the formation of solid masses inside the reactor. 5 kg of dimethylbenzyllaurylammonium chloride were added, while intense stirring was continued for 4 hours at 100°. After 1 hour at rest, the aqueous phase was separated off and 268 kg of 50% strength sodium hydroxide were added and the dehydrochlor... Starting materials: CC=1N=C2N(C(C1C1=CC=C(C=C1)C(F)(F)F)=O)C=CS2 (7-Methyl-6-[4-(trifluoromethyl)phenyl]-5H-[1,3]thiazolo[3,2-a]pyrimidin-5-one), C1(CC1)COC1=C(C=C(C=O)C=C1)OC (4-cyclopropylmethoxy-3-methoxybenzaldehyde), [O-]CC.[Na+] (sodium ethoxide). Run in C(C)O (ethanol). Yields the product C1(CC1)COC1=C(C=C(C=C1)/C=C/C=1N=C2N(C(C1C1=CC=C(C=C1)C(F)(F)F)=O)C=CS2)OC (7-[(E)-2-(4-Cyclopropylmethoxy-3-methoxyphenyl)-1-ethenyl]-6-[4-(trifluoro methyl)-phenyl]-5H-[1,3]thiazolo[3,2-a]pyrimidin-5-one). Yield: 46.2%. RXN SMILES: [CH3:1][C:2]1[N:3]=[C:4]2[S:21][CH:20]=[CH:19][N:5]2[C:6](=[O:18])[C:7]=1[C:8]1[CH:13]=[CH:12][C:11]([C:14]([F:17])([F:16])[F:15])=[CH:10][CH:9]=1.[CH:22]1([CH2:25][O:26][C:27]2[CH:34]=[CH:33][C:30]([CH:31]=O)=[CH:29][C:28]=2[O:35][CH3:36])[CH2:24][CH2:23]1.[O-]CC.[Na+]>C(O)C>[CH:22]1([CH2:25][O:26][C:27]2[CH:34]=[CH:33][C:30](/[CH:31]=[CH:1]/[C:2]3[N:3]=[C:4]4[S:21][CH:20]=[CH:19][N:5]4[C:6](=[O:18])[C:7]=3[C:8]3[CH:13]=[CH:12][C:11]([C:14]([F:17])([F:15])[F:16])=[CH:10][CH:9]=3)=[CH:29][C:28]=2[O:35][CH3:36])[CH2:23][CH2:24]1 |f:2.3|. Procedure: The title compound was synthesized by condensation of Intermediate 5 (400 mg, 1.289 mmol) with 4-cyclopropylmethoxy-3-methoxybenzaldehyde (345 mg, 1.602 mmol) in presence of sodium ethoxide (163 mg, 2.418 mmol) in ethanol (20 ml) according to the procedure described in Example 24 to give 297 mg of the desired product as an off-white solid; 1H NMR (300 MHz, DMSO-d6) δ 0.35 (d, J=4.2 Hz, 2H), 0.64 (d, J=7.8 Hz, 2H), 1.30-1.38 (m, 1H), 3.83 (s, 3H), 3.84 (d, J=8.7 Hz, 2H), 6.70 (d, J=15.6 Hz, 1H), ... Reactants: C(CCC)C=1C(=NOC1C1=CC=CC=C1)C(=O)O (4-butyl-5-phenylisoxazole-3-carboxylic acid), [Li] (lithium), O\N=C(/N)\C1=CC=C(CN2CC(C2)C(=O)OC(C)(C)C)C=C1 ((Z)-tert-butyl 1-(4-(N′-hydroxycarbamimidoyl)benzyl)azetidine-3-carboxylate), Cl.C(C)N=C=NCCCN(C)C (N1-((ethylimino)methylene)-N3,N3-dimethylpropane-1,3-diamine hydrochloride), C=1C=CC2=C(C1)N=NN2O (HOBt). Solvent: CN(C=O)C (N,N-dimethylformamide). Conditions: time 60 minute. Yields the product C(CCC)C=1C(=NOC1C1=CC=CC=C1)C1=NC(=NO1)C1=CC=C(CN2CC(C2)C(=O)OC(C)(C)C)C=C1 (tert-butyl 1-(4-(5-(4-butyl-5-phenylisoxazol-3-yl)-1,2,4-oxadiazol-3-yl)benzyl)azetidine-3-carboxylate). As a reaction SMILES: [CH2:1]([C:5]1[C:6]([C:16]([OH:18])=O)=[N:7][O:8][C:9]=1[C:10]1[CH:15]=[CH:14][CH:13]=[CH:12][CH:11]=1)[CH2:2][CH2:3][CH3:4].[Li].O/[N:21]=[C:22](/[C:24]1[CH:41]=[CH:40][C:27]([CH2:28][N:29]2[CH2:32][CH:31]([C:33]([O:35][C:36]([CH3:39])([CH3:38])[CH3:37])=[O:34])[CH2:30]2)=[CH:26][CH:25]=1)\[NH2:23].Cl.C(N=C=NCCCN(C)C)C.C1C=CC2N(O)N=NC=2C=1>CN(C)C=O>[CH2:1]([C:5]1[C:6]([C:16]2[O:18][N:23]=[C:22]([C:24]3[CH:25]=[CH:26][C:27]([CH2:28][N:29]4[CH2:30][CH:31]([C:33]([O:35][C:36]([CH3:37])([CH3:39])[CH3:38])=[O:34])[CH2:32]4)=[CH:40][CH:41]=3)[N:21]=2)=[N:7][O:8][C:9]=1[C:10]1[CH:11]=[CH:12][CH:13]=[CH:14][CH:15]=1)[CH2:2][CH2:3][CH3:4] |f:3.4,^1:18|. Procedure: A mixture of 4-butyl-5-phenylisoxazole-3-carboxylic acid, lithium salt (0.132 g, 0.523 mmol), (Z)-tert-butyl 1-(4-(N′-hydroxycarbamimidoyl)benzyl)azetidine-3-carboxylate (Int.1, 0.160 g, 0.523 mmol), N1-((ethylimino)methylene)-N3,N3-dimethylpropane-1,3-diamine hydrochloride (0.100 g, 0.523 mmol), and HOBt (0.080 g, 0.523 mmol) in N,N-dimethylformamide (4 mL) was stirred at room temperature for 60 min and then heated at 60° C. overnight. The solvent was removed under reduced pressure. The residue... The reactants are [H-].[Na+] (sodium hydride), C(C)OC(CCC=1C=NC(=CC1)C)=O (3-(6-methyl-3-pyridyl)-propionic acid ethyl ester), C(C)OC=O (formic acid ethyl ester), C(C)(=O)OCC (ethyl acetate), ice water. The solvent is COCCOC (ethylene glycol dimethyl ether). Reaction conditions: time 8 hour. The product is C(C)OC(C(CC=1C=NC(=CC1)C)C=O)=O (2-formyl-3-(6-methyl-3-pyridyl)-propionic acid ethyl ester). As a reaction SMILES: [CH2:1]([O:3][C:4](=[O:14])[CH2:5][CH2:6][C:7]1[CH:8]=[N:9][C:10]([CH3:13])=[CH:11][CH:12]=1)[CH3:2].[CH2:15]([O:17]C=O)C.[H-].[Na+].C(OCC)(=O)C>COCCOC>[CH2:1]([O:3][C:4](=[O:14])[CH:5]([CH:15]=[O:17])[CH2:6][C:7]1[CH:8]=[N:9][C:10]([CH3:13])=[CH:11][CH:12]=1)[CH3:2] |f:2.3|. Procedure details: A mixture of 16.0 g (0.083 mole) of 3-(6-methyl-3-pyridyl)-propionic acid ethyl ester and 9.6 g (0.13 mole) of formic acid ethyl ester is slowly added dropwise while cooling with ice to a suspension of 5.2 g of sodium hydride (80% on paraffin oil; 0.17 mole) in 30 ml of ethylene glycol dimethyl ether. On completion of the addition, the solution is stirred for 8 hours at room temperature. After the addition of 10 ml of ethyl acetate and 200 ml of ice water, the mixture is extracted three times wi... Starting materials: C(C)(=O)OC(C)=O (acetic anhydride), N1=C(C=CC=C1C)C (2,6-lutidine), C(C1=CC=CC=C1)OC1=NC(=NS1)S(=O)C (5-benzyloxy-3-methylsulfinyl-1,2,4-thiadiazole), C(O)([O-])=O.[Na+] (sodium hydrogen carbonate). Run at time 15 hour. The product is C(C1=CC=CC=C1)OC1=NC(=NS1)SCOC(C)=O (5-bezyloxy-3-acetoxymethythio-1,2,4-thiadiazole). The yield is 64.5%. RXN SMILES: [C:1]([O:4][C:5](=[O:7])[CH3:6])(=O)C.N1C(C)=CC=CC=1C.[CH2:16]([O:23][C:24]1[S:28][N:27]=[C:26]([S:29](C)=O)[N:25]=1)[C:17]1[CH:22]=[CH:21][CH:20]=[CH:19][CH:18]=1.C(=O)([O-])O.[Na+]>>[CH2:16]([O:23][C:24]1[S:28][N:27]=[C:26]([S:29][CH2:1][O:4][C:5](=[O:7])[CH3:6])[N:25]=1)[C:17]1[CH:18]=[CH:19][CH:20]=[CH:21][CH:22]=1 |f:3.4|. Reported procedure: Into 1.5 g of acetic anhydride were added 620 mg of 2,6-lutidine and 500 mg of 5-benzyloxy-3-methylsulfinyl-1,2,4-thiadiazole under ice-cooling. After stirring for 15 hours at room temperature, the reaction mixture was added to saturated sodium hydrogen carbonate aqueous solution, and extracted with t-butyl methyl ether. The organic layer was concentrated, and the residue obtained was subjected to silica gel column chromatography to give 376 mg of 5-bezyloxy-3-acetoxymethythio-1,2,4-thiadiazole ... Reactants: C1CCOC1, [Li]CCCC, CCCC[Sn](CCCC)(CCCC)COCOC, O=Cc1nccs1, O. The product is COCOCC(O)c1nccs1. Reaction SMILES: [CH2:31]1[O:32][CH2:33][CH2:34][CH2:35]1.[CH3:1][CH2:2][CH2:3][CH2:4][Li:5].[CH3:6][O:7][CH2:8][O:9][CH2:10][Sn:11]([CH2:12][CH2:13][CH2:14][CH3:15])([CH2:16][CH2:17][CH2:18][CH3:19])[CH2:20][CH2:21][CH2:22][CH3:23].[CH:24](=[O:25])[c:26]1[s:27][cH:28][cH:29][n:30]1.[OH2:36]>>[CH3:6][O:7][CH2:8][O:9][CH2:10][CH:24]([OH:25])[c:26]1[s:27][cH:28][cH:29][n:30]1. The reactants are BrC=1C(=CC(=C(N)C1)[N+](=O)[O-])OC(C(F)F)(F)F (5-bromo-2-nitro-4-(1',1',2',2'-tetrafluoroethoxy)aniline), [N+](=O)([O-])C1=C(N)C=CC=C1 (o-nitroaniline), BrBr (bromine), O (water). Reagents/catalysts: [Fe] (iron). Run in C(C)(=O)OCC (ethyl acetate), C(C)(=O)O (acetic acid), C(C)(=O)O (acetic acid). Conditions: time 10 minute. Yields the product BrC=1C=C(C(=CC1OC(C(F)F)(F)F)N)N (4-bromo-5-(1',1',2',2'-tetrafluoroethoxy) -1,2-benzenediamine). RXN SMILES: [Br:1][C:2]1[C:3]([O:12][C:13]([F:18])([F:17])[CH:14]([F:16])[F:15])=[CH:4][C:5]([N+:9]([O-])=O)=[C:6]([CH:8]=1)[NH2:7].[N+](C1C=CC=CC=1N)([O-])=O.BrBr.O>C(OCC)(=O)C.C(O)(=O)C.[Fe]>[Br:1][C:2]1[CH:8]=[C:6]([NH2:7])[C:5]([NH2:9])=[CH:4][C:3]=1[O:12][C:13]([F:18])([F:17])[CH:14]([F:15])[F:16]. Procedure: 10.5 Grams of 5-bromo-2-nitro-4-(1',1',2',2'-tetrafluoroethoxy)aniline [i.e. the o-nitroaniline compound (VI) containing bromine as the substituent X] was dissolved in a mixed solvent of 25 ml of ethyl acetate and 25 ml of acetic acid. The resulting solution was dropwise added to a suspension of 5.0 g of iron powders in a mixed solution of 7 ml of acetic acid and 50 ml of water while maintaining the temperature at 45°-70° C. Thereafter, stirring was continued for 10 minutes within the same tempe... Reactants: [C@@H]12[C@@H](CCCC1)C(=O)OC2=O (cis-1,2-cyclohexanedicarboxylic anhydride), BrC1=CC(=C(C=C1)OC)OC1CCCC1 (4-Bromo-2-cyclopentyloxy-1-methoxybenzene), [Li]CCCC (BuLi), [Cl-].[NH4+] (ammonium chloride). The solvent is C1CCOC1 (THF), O (Water), C1CCOC1 (THF). Reaction conditions: temperature -90 celsius, time 15 minute. Yields the product C1(CCCC1)OC=1C=C(C(=O)[C@@H]2[C@@H](CCCC2)C(=O)O)C=CC1OC ((cis)-2-(3-Cyclopentyloxy-4-methoxybenzoyl)-cyclohexanecarboxylic acid). Isolated yield 48.6%. Reaction SMILES: Br[C:2]1[CH:7]=[CH:6][C:5]([O:8][CH3:9])=[C:4]([O:10][CH:11]2[CH2:15][CH2:14][CH2:13][CH2:12]2)[CH:3]=1.[Li]CCCC.[C@@H:21]12[C:30](=[O:31])[O:29][C:27](=[O:28])[C@@H:22]1[CH2:23][CH2:24][CH2:25][CH2:26]2.[Cl-].[NH4+]>C1COCC1.O>[CH:11]1([O:10][C:4]2[CH:3]=[C:2]([CH:7]=[CH:6][C:5]=2[O:8][CH3:9])[C:30]([C@H:21]2[CH2:26][CH2:25][CH2:24][CH2:23][C@H:22]2[C:27]([OH:29])=[O:28])=[O:31])[CH2:15][CH2:14][CH2:13][CH2:12]1 |f:3.4|. Procedure: 4-Bromo-2-cyclopentyloxy-1-methoxybenzene (16.3 g, 60 mmol) was dissolved in THF (200 ml) and cooled with an ethanol/N2 bath to −90° C. BuLi (41 ml, 66 mmol) was added dropwise while keeping the temperature below −80° C. and stirred for another 15 min after the last addition. This mixture was then quickly added under a nitrogen atmosphere to a cooled solution (−90 0° C.) of cis-1,2-cyclohexanedicarboxylic anhydride (11.1 g, 72 mmol) in THF (200 ml). After stirring for 2 h at −80° C. solid ammoni...